From a dataset of the Open Reaction Database (ORD), a public repository of structured organic reaction records. describe an organic reaction: reactants, conditions, products, and yield Starting materials: CCCCCN1C(=O)C2(COc3cc4c(cc32)OCO4)c2c(Br)cccc21, CCCC[Sn](C#N)(CCCC)CCCC, N#C[K], O=C(C=Cc1ccccc1)C=Cc1ccccc1, O=C(C=Cc1ccccc1)C=Cc1ccccc1, O=C(C=Cc1ccccc1)C=Cc1ccccc1, [Pd], [Pd]. Product: CCCCCN1C(=O)C2(COc3cc4c(cc32)OCO4)c2c(C#N)cccc21. Reaction SMILES: [Br:1][c:2]1[c:3]2[c:4]([cH:5][cH:6][cH:7]1)[N:8]([CH2:23][CH2:24][CH2:25][CH2:26][CH3:27])[C:9](=[O:22])[C:10]21[CH2:11][O:12][c:13]2[c:14]1[cH:15][c:16]1[c:17]([cH:21]2)[O:18][CH2:19][O:20]1.[CH2:28]([Sn:29]([CH2:30][CH2:31][CH2:32][CH3:33])([CH2:34][CH2:35][CH2:36][CH3:37])[C:41]#[N:42])[CH2:38][CH2:39][CH3:40].[K:43][C:44]#[N:45].[O:48]=[C:49]([CH:50]=[CH:51][c:52]1[cH:53][cH:54][cH:55][cH:56][cH:57]1)[CH:58]=[CH:59][c:60]1[cH:61][cH:62][cH:63][cH:64][cH:65]1.[O:66]=[C:67]([CH:68]=[CH:69][c:70]1[cH:71][cH:72][cH:73][cH:74][cH:75]1)[CH:76]=[CH:77][c:78]1[cH:79][cH:80][cH:81][cH:82][cH:83]1.[O:84]=[C:85]([CH:86]=[CH:87][c:88]1[cH:89][cH:90][cH:91][cH:92][cH:93]1)[CH:94]=[CH:95][c:96]1[cH:97][cH:98][cH:99][cH:100][cH:101]1.[Pd:46].[Pd:47]>>[c:2]1([C:41]#[N:42])[c:3]2[c:4]([cH:5][cH:6][cH:7]1)[N:8]([CH2:23][CH2:24][CH2:25][CH2:26][CH3:27])[C:9](=[O:22])[C:10]21[CH2:11][O:12][c:13]2[c:14]1[cH:15][c:16]1[c:17]([cH:21]2)[O:18][CH2:19][O:20]1. Reactants: ClC=1SC(=C(N1)C(F)(F)F)C(=O)OCC (ethyl 2-chloro-4-trifluoromethyl-5-thiazolecarboxylate), C1(=CC=CC=C1)O (phenol), C(=O)([O-])[O-].[K+].[K+] (K2CO3). Run in CC(=O)C (acetone). The product is O(C1=CC=CC=C1)C=1SC(=C(N1)C(F)(F)F)C(=O)OCC (Ethyl 2-Phenoxy-4-Trifluoromethyl-5-Thiazolecarboxylate). Isolated yield 75.6%. Reaction SMILES: Cl[C:2]1[S:3][C:4]([C:11]([O:13][CH2:14][CH3:15])=[O:12])=[C:5]([C:7]([F:10])([F:9])[F:8])[N:6]=1.[C:16]1([OH:22])[CH:21]=[CH:20][CH:19]=[CH:18][CH:17]=1.C([O-])([O-])=O.[K+].[K+]>CC(C)=O>[O:22]([C:2]1[S:3][C:4]([C:11]([O:13][CH2:14][CH3:15])=[O:12])=[C:5]([C:7]([F:10])([F:9])[F:8])[N:6]=1)[C:16]1[CH:21]=[CH:20][CH:19]=[CH:18][CH:17]=1 |f:2.3.4|. Reported procedure: A mixture of 5.2 g (0.02 mole) of ethyl 2-chloro-4-trifluoromethyl-5-thiazolecarboxylate, 1.88 g (0.02 mole) of phenol, 2.76 g (0.02 mole) of K2CO3 and 50 ml. of acetone was held at reflux for 3 days. Acetone was removed under reduced pressure. The residue was treated with water, extracted with ether. The ether solution was dried (MgSO4) and concentrated under reduced pressure. The residual solid was heated with hexane, cooled and filtered to give 4.8 g (76%) of the desired product, m.p. 52°-54°... Starting materials: C(CCCCCCCCCCCCC)(=O)O[C@@H](CC(=O)Cl)CCCCCCCCCCC ((R)-3-tetradecanoyloxytetradecanoic acid chloride), S-alkyl-N-acyl-D-cysteine, NCCC[C@H](C(O)N)NC(C[C@@H](CCCCCCCCCCC)O)=O ((2R)-5-amino-2-[(R)-3-hydroxytetradecanoylamino]pentan-1-ol amine). Yields the product NCCC[C@H](CO)NC(C[C@@H](CCCCCCCCCCC)OCC1=CC=CC=C1)=O ((2R)-5-amino-2-[(R)-3-benzyloxy-tetradecanoyl-amino]pentan-1-ol). Reaction SMILES: [C:1]([O:16][C@H:17]([CH2:22][CH2:23][CH2:24][CH2:25][CH2:26][CH2:27][CH2:28][CH2:29][CH2:30][CH2:31][CH3:32])[CH2:18][C:19](Cl)=[O:20])(=O)[CH2:2][CH2:3][CH2:4][CH2:5][CH2:6][CH2:7]CCCCCCC.[NH2:33][CH2:34][CH2:35][CH2:36][C@@H:37]([NH:41]C(=O)C[C@H](O)CCCCCCCCCCC)[CH:38](N)[OH:39]>>[NH2:33][CH2:34][CH2:35][CH2:36][C@@H:37]([NH:41][C:19](=[O:20])[CH2:18][C@H:17]([O:16][CH2:1][C:2]1[CH:3]=[CH:4][CH:5]=[CH:6][CH:7]=1)[CH2:22][CH2:23][CH2:24][CH2:25][CH2:26][CH2:27][CH2:28][CH2:29][CH2:30][CH2:31][CH3:32])[CH2:38][OH:39]. Procedure: D-cysteine is S-alkyl substituted with p-methoxybenzyl bromoacetate in presence of sodium carbonate in a THF-water medium. The S-benzyloxycarbonylmethylcysteine thus obtained is N-acylated with (R)-3-tetradecanoyloxytetradecanoic acid chloride, and the S-alkyl-N-acyl-D-cysteine derivative is then coupled with (2R)-5-amino-2-[(R)-3-hydroxytetradecanoylamino]pentan-1-ol amine {obtained by hydrogenolysis of the (2R)-5-amino-2-[(R)-3-benzyloxy-tetradecanoyl-amino]pentan-1-ol, see 4.1.1.} in presence... Starting materials: C=CCOC(=O)CC(C)=O, C1CCNC1, Cc1ccccc1. The product is C=CCOC(=O)C=C(C)N1CCCC1. RXN SMILES: [C:1]([CH2:2][C:3](=[O:4])[CH3:5])(=[O:6])[O:7][CH2:8][CH:9]=[CH2:10].[CH2:11]1[CH2:12][CH2:13][NH:14][CH2:15]1.[CH3:16][c:17]1[cH:18][cH:19][cH:20][cH:21][cH:22]1>>[C:1]([CH:2]=[C:3]([CH3:5])[N:14]1[CH2:13][CH2:12][CH2:11][CH2:15]1)(=[O:6])[O:7][CH2:8][CH:9]=[CH2:10]. Reactants: CN(C)C=O, Clc1ccc(OCC2CCCC(OC(CBr)c3ccc(Cl)cc3Cl)O2)c(Cl)c1, [I-], [Na+], c1c[nH]cn1. Yields the product Clc1ccc(OCC2CCCC(OC(Cn3ccnc3)c3ccc(Cl)cc3Cl)O2)c(Cl)c1. As a reaction SMILES: [CH3:36][N:37]([CH3:38])[CH:39]=[O:40].[Cl:6][c:7]1[c:8]([O:9][CH2:10][CH:11]2[CH2:12][CH2:13][CH2:14][CH:15]([O:17][CH:18]([CH2:19][Br:20])[c:21]3[c:22]([Cl:28])[cH:23][c:24]([Cl:27])[cH:25][cH:26]3)[O:16]2)[cH:29][cH:30][c:31]([Cl:33])[cH:32]1.[I-:35].[Na+:34].[nH:1]1[cH:2][n:3][cH:4][cH:5]1>>[n:1]1([CH2:19][CH:18]([O:17][CH:15]2[CH2:14][CH2:13][CH2:12][CH:11]([CH2:10][O:9][c:8]3[c:7]([Cl:6])[cH:32][c:31]([Cl:33])[cH:30][cH:29]3)[O:16]2)[c:21]2[c:22]([Cl:28])[cH:23][c:24]([Cl:27])[cH:25][cH:26]2)[cH:2][n:3][cH:4][cH:5]1. Starting materials: C(C)(C)(C)OC(=O)N(CCC(C)C)CC1=C(C=C(C(=O)OC(C)(C)C)C=C1)[N+](=O)[O-] (t-butyl 4-[N-(t-butoxycarbonyl)-N-(isopentyl)amino-methyl]-3-nitrobenzoate). The reagents and catalysts are [Pd] (palladium on carbon). The solvent is C(C)O (ethanol). Run at time 30 minute. Product: NC=1C=C(C(=O)OC(C)(C)C)C=CC1CN(CCC(C)C)C(=O)OC(C)(C)C (t-butyl 3-amino-4-[N-(t-butoxycarbonyl)-N-(isopentyl)-aminomethyl]benzoate). Reaction SMILES: [C:1]([O:5][C:6]([N:8]([CH2:14][C:15]1[CH:27]=[CH:26][C:18]([C:19]([O:21][C:22]([CH3:25])([CH3:24])[CH3:23])=[O:20])=[CH:17][C:16]=1[N+:28]([O-])=O)[CH2:9][CH2:10][CH:11]([CH3:13])[CH3:12])=[O:7])([CH3:4])([CH3:3])[CH3:2]>C(O)C.[Pd]>[NH2:28][C:16]1[CH:17]=[C:18]([CH:26]=[CH:27][C:15]=1[CH2:14][N:8]([C:6]([O:5][C:1]([CH3:2])([CH3:3])[CH3:4])=[O:7])[CH2:9][CH2:10][CH:11]([CH3:13])[CH3:12])[C:19]([O:21][C:22]([CH3:25])([CH3:23])[CH3:24])=[O:20]. Procedure details: A solution of t-butyl 4-[N-(t-butoxycarbonyl)-N-(isopentyl)amino-methyl]-3-nitrobenzoate (2.27 mmol) in ethanol (100 mL) containing 10% palladium on carbon (0.5 g) was hydrogenated (40 psi). After 30 min, the mixture was filtered and concentrated to give t-butyl 3-amino-4-[N-(t-butoxycarbonyl)-N-(isopentyl)-aminomethyl]benzoate. The reactants are NC=1SC2=C(N1)CC(CC2=O)(C)C (2-Amino-5,5-dimethyl-5,6-dihydro-4H-benzothiazol-7-one), CC(=O)OC(=O)C (Ac2O). The product is CC1(CC(C2=C(N=C(S2)NC(C)=O)C1)=O)C (N-(5,5-dimethyl-7-oxo-4,5,6,7-tetrahydro-benzothiazol-2-yl)-acetamide). Isolated yield 75.0%. Reaction SMILES: [NH2:1][C:2]1[S:3][C:4]2[C:10](=[O:11])[CH2:9][C:8]([CH3:13])([CH3:12])[CH2:7][C:5]=2[N:6]=1.[CH3:14][C:15](OC(C)=O)=[O:16]>>[CH3:12][C:8]1([CH3:13])[CH2:7][C:5]2[N:6]=[C:2]([NH:1][C:15](=[O:16])[CH3:14])[S:3][C:4]=2[C:10](=[O:11])[CH2:9]1. Reported procedure: 2-Amino-5,5-dimethyl-5,6-dihydro-4H-benzothiazol-7-one (40.5 g, 0.206 mol) and Ac2O (400 mL) are heated at 100° C. for 4 h. After cooling to RT, the reaction mixture is concentrated in vacuo. The precipitated solid is collected by filtration and affords N-(5,5-dimethyl-7-oxo-4,5,6,7-tetrahydro-benzothiazol-2-yl)-acetamide (36.5 g, 75% yield). Reactants: ClC=1SC2=C(N1)C=CC(=C2[N+](=O)[O-])Cl (2,6-dichloro-7-nitrobenzothiazole), N12CCNC(CC1)CC2 (1,4-diazabicyclo[3.2.2]nonane), C([O-])([O-])=O.[K+].[K+] (potassium carbonate). The solvent is C(CCCC)O (pentan-1-ol). Run at temperature 150 celsius. Product: ClC1=C(C2=C(N=C(S2)N2CCN3CCC2CC3)C=C1)[N+](=O)[O-] (4-(6-Chloro-7-nitrobenzothiazol-2-yl)-1,4-diazabicyclo[3.2.2]nonane). Reaction SMILES: Cl[C:2]1[S:3][C:4]2[C:10]([N+:11]([O-:13])=[O:12])=[C:9]([Cl:14])[CH:8]=[CH:7][C:5]=2[N:6]=1.[N:15]12[CH2:23][CH2:22][CH:19]([CH2:20][CH2:21]1)[NH:18][CH2:17][CH2:16]2.C(=O)([O-])[O-].[K+].[K+]>C(O)CCCC>[Cl:14][C:9]1[CH:8]=[CH:7][C:5]2[N:6]=[C:2]([N:18]3[CH:19]4[CH2:22][CH2:23][N:15]([CH2:21][CH2:20]4)[CH2:16][CH2:17]3)[S:3][C:4]=2[C:10]=1[N+:11]([O-:13])=[O:12] |f:2.3.4|. Procedure details: 1.29 g (5.15 mmol) of 2,6-dichloro-7-nitrobenzothiazole, 0.65 g (5.15 mmol) of 1,4-diazabicyclo[3.2.2]nonane, 0.71 g (5.15 mmol) of potassium carbonate and 60 ml of pentan-1-ol are successively introduced into a 250 ml round-bottomed flask. The mixture is heated at 150° C. for 14 h and is then cooled to ambient temperature before being filtered. The solvent is evaporated under reduced pressure and the residue is purified by chromatography on a column of silica gel, elution being carried out with...